From a dataset of the Open Reaction Database (ORD), a public repository of structured organic reaction records. describe an organic reaction: reactants, conditions, products, and yield Reactants: CCOC=CC#N, ClCCl, [Li]CCCC, C1CCOC1, ICCCc1cccc2ccccc12. Yields the product CCOC=C(C#N)CCCc1cccc2ccccc12. RXN SMILES: [CH2:1]([CH3:2])[O:3][CH:4]=[CH:5][C:6]#[N:7].[CH2:27]([Cl:28])[Cl:29].[CH2:8]([Li:9])[CH2:10][CH2:11][CH3:12].[O:30]1[CH2:31][CH2:32][CH2:33][CH2:34]1.[c:13]1([CH2:23][CH2:24][CH2:25][I:26])[cH:14][cH:15][cH:16][c:17]2[cH:18][cH:19][cH:20][cH:21][c:22]12>>[CH2:1]([CH3:2])[O:3][CH:4]=[C:5]([C:6]#[N:7])[CH2:25][CH2:24][CH2:23][c:13]1[cH:14][cH:15][cH:16][c:17]2[cH:18][cH:19][cH:20][cH:21][c:22]12. The reactants are [BH4-].[Na+] (sodium borohydride), O(C(=O)CCCCCCCCC)C (methyl caprate), C(C)OCCO (ethylene glycol monoethyl ether), S(O)(O)(=O)=O (sulfuric acid). Solvent: C=1(C(=CC=CC1)C)C (xylene). Yields the product C(CCCCCCCCC)O (n-decanol). Yield: 90.0%. RXN SMILES: C(OCCO)C.[BH4-].[Na+].[O:9](C)[C:10]([CH2:12][CH2:13][CH2:14][CH2:15][CH2:16][CH2:17][CH2:18][CH2:19][CH3:20])=O.S(=O)(=O)(O)O>C1(C)C(C)=CC=CC=1>[CH2:10]([OH:9])[CH2:12][CH2:13][CH2:14][CH2:15][CH2:16][CH2:17][CH2:18][CH2:19][CH3:20] |f:1.2|. Reported procedure: 7.5 g (0.083 mole) of ethylene glycol monoethyl ether was added dropwise to a mixture consisting of 1.6 g (0.042 mole) of sodium borohydride, 10 ml of xylene and 5 g (0.027 mole) of methyl caprate at 90° C. over two hours while agitating the mixture. Subsequently, the mixture was agitated at the same temperature for 2.5 hours. After cooling to room temperature, the mixture was neutralized with dilute sulfuric acid. As a result, n-decanol was obtained in 90% yield. Starting materials: C(C)(C)(C)NS(=O)(=O)C=1SC(=CC1)C=1N=CN(C1)C1=NC(=CC(=N1)C1=CC=C(C=C1)Cl)C(F)(F)F (5-{1-[4-(4-chloro-phenyl)-6-trifluoromethyl-pyrimidin-2-yl]-1H-imidazol-4-yl}-thiophene-2-sulfonic acid tert-butyl amide), C(=O)(C(F)(F)F)O (TFA). The solvent is ClCCl (dichloromethane). Run at time 15 hour. The product is ClC1=CC=C(C=C1)C1=NC(=NC(=C1)C(F)(F)F)N1C=NC(=C1)C1=CC=C(S1)S(=O)(=O)N (5-{1-[4-(4-Chloro-phenyl)-6-trifluoromethyl-pyrimidin-2-yl]-1H-imidazol-4-yl}-thiophene-2-sulfonic acid amide). Isolated yield 9.7%. Reaction SMILES: C([NH:5][S:6]([C:9]1[S:10][C:11]([C:14]2[N:15]=[CH:16][N:17]([C:19]3[N:24]=[C:23]([C:25]4[CH:30]=[CH:29][C:28]([Cl:31])=[CH:27][CH:26]=4)[CH:22]=[C:21]([C:32]([F:35])([F:34])[F:33])[N:20]=3)[CH:18]=2)=[CH:12][CH:13]=1)(=[O:8])=[O:7])(C)(C)C.C(O)(C(F)(F)F)=O>ClCCl>[Cl:31][C:28]1[CH:29]=[CH:30][C:25]([C:23]2[CH:22]=[C:21]([C:32]([F:33])([F:35])[F:34])[N:20]=[C:19]([N:17]3[CH:18]=[C:14]([C:11]4[S:10][C:9]([S:6]([NH2:5])(=[O:7])=[O:8])=[CH:13][CH:12]=4)[N:15]=[CH:16]3)[N:24]=2)=[CH:26][CH:27]=1. Reported procedure: To a cooled and stirred solution of 5-{1-[4-(4-chloro-phenyl)-6-trifluoromethyl-pyrimidin-2-yl]-1H-imidazol-4-yl}-thiophene-2-sulfonic acid tert-butyl amide (0.52 g) in dichloromethane (6 mL) was added TFA (6 mL) and the reaction mixture was allowed to stir at room temperature for 15 h. The mixture was evaporated to dryness and saturated NaHCO3 solution (4 mL), diethyl ether and heptane were added. The mixture was stirred at room temperature for 1 h, the precipitate was collected by filtration a... The reactants are CCOC(=O)CBr, Cl, O=C(NC1CNCC1O)c1ccc(Cl)s1. Yields the product CCOC(=O)CN1CC(O)C(NC(=O)c2ccc(Cl)s2)C1. Reaction SMILES: [CH2:17]([CH3:18])[O:19][C:20]([CH2:21][Br:22])=[O:23].[ClH:1].[OH:2][CH:3]1[CH:4]([NH:8][C:9](=[O:10])[c:11]2[s:12][c:13]([Cl:16])[cH:14][cH:15]2)[CH2:5][NH:6][CH2:7]1>>[OH:2][CH:3]1[CH:4]([NH:8][C:9](=[O:10])[c:11]2[s:12][c:13]([Cl:16])[cH:14][cH:15]2)[CH2:5][N:6]([CH2:21][C:20]([O:19][CH2:17][CH3:18])=[O:23])[CH2:7]1. Starting materials: CC(=O)O, COc1ccc2c(c1)CCCC(=O)C2, CO, ClCCl, NCc1ccccc1. The product is COc1ccc2c(c1)CCCC(NCc1ccccc1)C2. As a reaction SMILES: [C:23]([OH:24])(=[O:25])[CH3:26].[CH3:1][O:2][c:3]1[cH:4][cH:5][c:6]2[c:7]([cH:14]1)[CH2:8][CH2:9][CH2:10][C:11](=[O:13])[CH2:12]2.[CH3:27][OH:28].[Cl:29][CH2:30][Cl:31].[NH2:15][CH2:16][c:17]1[cH:18][cH:19][cH:20][cH:21][cH:22]1>>[CH3:1][O:2][c:3]1[cH:4][cH:5][c:6]2[c:7]([cH:14]1)[CH2:8][CH2:9][CH2:10][CH:11]([NH:15][CH2:16][c:17]1[cH:18][cH:19][cH:20][cH:21][cH:22]1)[CH2:12]2.